From a dataset of the Open Reaction Database (ORD), a public repository of structured organic reaction records. describe an organic reaction: reactants, conditions, products, and yield Reactants: C1(=CC=CC=C1)P(=O)(C1=CC=CC=C1)OC=1[C@@H]([C@@H]2N(C1C(=O)OCC1=CC=C(C=C1)[N+](=O)[O-])C([C@@H]2[C@@H](C)O)=O)C (p-nitrobenzyl (1R,5S,6S)-2-diphenylphosphoryloxy-6-[(R)-1-hydroxyethyl]-1-methylcarbapen-2-em-3-carboxylate), C(C)(C)N(CC)C(C)C (diisopropylethylamine), C(C)(=O)SC1CN(C1)C=1OC=C(N1)C#N (3-acetylthio-1-(4-cyano-1,3-oxazol-2-yl)azetidine), C(C)(=O)O.NN (hydrazine acetate), C(O)([O-])=O.[Na+] (sodium hydrogencarbonate). Solvent: C(C)#N (acetonitrile), CN(C=O)C (dimethylformamide), C(C)(=O)OCC (ethyl acetate). Conditions: time 1 hour. Yields the product C(#N)C=1N=C(OC1)N1CC(C1)SC=1[C@@H]([C@H]2N(C1C(=O)OCC1=CC=C(C=C1)[N+](=O)[O-])C([C@@H]2[C@@H](C)O)=O)C (p-nitrobenzyl (1R,5S,6S)-2-[1-(4-cyano-1,3-oxazol-2-yl)azetidin-3-yl]thio-6-[(R)-1-hydroxyethyl]-1-methylcarbapen-2-em-3-carboxylate). The yield is 84.0%. As a reaction SMILES: C([S:4][CH:5]1[CH2:8][N:7]([C:9]2[O:10][CH:11]=[C:12]([C:14]#[N:15])[N:13]=2)[CH2:6]1)(=O)C.C(O)(=O)C.NN.C1(P(O[C:37]2[C@H:38]([CH3:61])[C@H:39]3[C@@H:56]([C@H:57]([OH:59])[CH3:58])[C:55](=[O:60])[N:40]3[C:41]=2[C:42]([O:44][CH2:45][C:46]2[CH:51]=[CH:50][C:49]([N+:52]([O-:54])=[O:53])=[CH:48][CH:47]=2)=[O:43])(C2C=CC=CC=2)=O)C=CC=CC=1.C(N(C(C)C)CC)(C)C.C(=O)([O-])O.[Na+]>CN(C)C=O.C(#N)C.C(OCC)(=O)C>[C:14]([C:12]1[N:13]=[C:9]([N:7]2[CH2:8][CH:5]([S:4][C:37]3[C@H:38]([CH3:61])[C@@H:39]4[C@@H:56]([C@H:57]([OH:59])[CH3:58])[C:55](=[O:60])[N:40]4[C:41]=3[C:42]([O:44][CH2:45][C:46]3[CH:51]=[CH:50][C:49]([N+:52]([O-:54])=[O:53])=[CH:48][CH:47]=3)=[O:43])[CH2:6]2)[O:10][CH:11]=1)#[N:15] |f:1.2,5.6|. Reported procedure: To a solution of 3-acetylthio-1-(4-cyano-1,3-oxazol-2-yl)azetidine (156 mg, 0.70 mmol) (obtained as described in Reference Example 23) in dimethylformamide (8 ml) was added hydrazine acetate (77 mg, 0.84 mmol) at room temperature under an atmosphere of nitrogen and the mixture was stirred for 1 hour. After checking the completion of the reaction, a solution of p-nitrobenzyl (1R,5S,6S)-2-diphenylphosphoryloxy-6-[(R)-1-hydroxyethyl]-1-methylcarbapen-2-em-3-carboxylate (416 mg, 0.70 mmol) in aceton... Starting materials: CC(NC(=O)OCc1ccccc1)c1nc2cccnn2c1-c1ccccn1, CSC, O=C(O)C(F)(F)F. Yields the product CC(N)c1nc2cccnn2c1-c1ccccn1. RXN SMILES: [CH2:1]([O:2][C:3](=[O:4])[NH:10][CH:11]([CH3:12])[c:13]1[n:14][c:15]2[n:16]([n:17][cH:18][cH:19][cH:20]2)[c:21]1-[c:22]1[n:23][cH:24][cH:25][cH:26][cH:27]1)[c:5]1[cH:6][cH:7][cH:8][cH:9][cH:28]1.[CH3:29][S:30][CH3:31].[F:32][C:33]([F:34])([F:35])[C:36]([OH:37])=[O:38]>>[NH2:10][CH:11]([CH3:12])[c:13]1[n:14][c:15]2[n:16]([n:17][cH:18][cH:19][cH:20]2)[c:21]1-[c:22]1[n:23][cH:24][cH:25][cH:26][cH:27]1. Starting materials: COC(C(CC1=CC=C(C=C1)C1=C(C=CC=C1)OC1=CC=CC=C1)NC(C1=C(C=CC(=C1)Br)NS(=O)(=O)C1=CC=C(C=C1)C(C)(C)C)=O)=O (2-[5-Bromo-2-(4-t-butyl-benzenesulfonylamino)-benzoylamino]-3-(2′-phenoxy-biphenyl-4-yl)propionic acid methyl ester), [Li+].[OH-] (LiOH). Yields the product BrC=1C=CC(=C(C(=O)NC(C(=O)O)CC2=CC=C(C=C2)C2=C(C=CC=C2)OC2=CC=CC=C2)C1)NS(=O)(=O)C1=CC=C(C=C1)C(C)(C)C (2-[5-Bromo-2-(4-t-butyl-benzenesulfonylamino)-benzoylamino]-3-(2′-phenoxy-biphenyl-4-yl)propionic acid). Isolated yield 86.5%. RXN SMILES: C[O:2][C:3](=[O:49])[CH:4]([NH:25][C:26](=[O:48])[C:27]1[CH:32]=[C:31]([Br:33])[CH:30]=[CH:29][C:28]=1[NH:34][S:35]([C:38]1[CH:43]=[CH:42][C:41]([C:44]([CH3:47])([CH3:46])[CH3:45])=[CH:40][CH:39]=1)(=[O:37])=[O:36])[CH2:5][C:6]1[CH:11]=[CH:10][C:9]([C:12]2[CH:17]=[CH:16][CH:15]=[CH:14][C:13]=2[O:18][C:19]2[CH:24]=[CH:23][CH:22]=[CH:21][CH:20]=2)=[CH:8][CH:7]=1.[Li+].[OH-]>>[Br:33][C:31]1[CH:30]=[CH:29][C:28]([NH:34][S:35]([C:38]2[CH:39]=[CH:40][C:41]([C:44]([CH3:47])([CH3:46])[CH3:45])=[CH:42][CH:43]=2)(=[O:37])=[O:36])=[C:27]([CH:32]=1)[C:26]([NH:25][CH:4]([CH2:5][C:6]1[CH:7]=[CH:8][C:9]([C:12]2[CH:17]=[CH:16][CH:15]=[CH:14][C:13]=2[O:18][C:19]2[CH:24]=[CH:23][CH:22]=[CH:21][CH:20]=2)=[CH:10][CH:11]=1)[C:3]([OH:49])=[O:2])=[O:48] |f:1.2|. Procedure: 2-[5-Bromo-2-(4-t-butyl-benzenesulfonylamino)-benzoylamino]-3-(2′-phenoxy-biphenyl-4-yl)propionic acid methyl ester (0.04 g, 0.054 mmol) was treated with LiOH (2 eq, 1N aqueous solution) according to the general procedure C to give 0.034 g (87.0%) of 2-[5-Bromo-2-(4-t-butyl-benzenesulfonylamino)-benzoylamino]-3-(2′-phenoxy-biphenyl-4-yl)propionic acid. The reactants are Cl (hydrochloride), OC1=C(C(=O)CCCCC(=O)O)C=CC=C1 (5-(2-hydroxybenzoyl)pentanoic acid), C(CCCCC)Br (hexyl bromide), [OH-].[K+] (potassium hydroxide). Run in O (water). Yields the product C(CCCCC)OC1=C(C(=O)CCCCC(=O)O)C=CC=C1 (5-(2-n-hexyloxybenzoyl) pentanoic acid). Isolated yield 0.0%. RXN SMILES: [OH:1][C:2]1[CH:16]=[CH:15][CH:14]=[CH:13][C:3]=1[C:4]([CH2:6][CH2:7][CH2:8][CH2:9][C:10]([OH:12])=[O:11])=[O:5].[CH2:17](Br)[CH2:18][CH2:19][CH2:20][CH2:21][CH3:22].[OH-].[K+].Cl>O>[CH2:17]([O:1][C:2]1[CH:16]=[CH:15][CH:14]=[CH:13][C:3]=1[C:4]([CH2:6][CH2:7][CH2:8][CH2:9][C:10]([OH:12])=[O:11])=[O:5])[CH2:18][CH2:19][CH2:20][CH2:21][CH3:22] |f:2.3|. Procedure: A mixture of 5-(2-hydroxybenzoyl)pentanoic acid (1.5 g, 6.75 moles), hexyl bromide (1.28 g, 7.75 moles), potassium hydroxide (1.3 g) and water (7 ml) is heated under reflux (5 hours). The reaction mixture is neutralized with hydrochloride acid and extracted with ether (3×30 ml). The ether extract is dried over magnesium sulfate, filtered and evaporated. The residue is chromatographed on a silica gel column (hexane:ether: acetic acid; 74:25:1) to provide a crude product which on recrystallization... Starting materials: CCO, Cl, CC(NC(=O)OC(C)(C)C)C(=O)N1N=C(c2cc(F)ccc2F)SC1(CCCN=[N+]=[N-])c1ccccc1. Yields the product CC(N)C(=O)N1N=C(c2cc(F)ccc2F)SC1(CCCN=[N+]=[N-])c1ccccc1. RXN SMILES: [CH3:39][CH2:40][OH:41].[ClH:38].[N:1](=[N+:2]=[N-:3])[CH2:4][CH2:5][CH2:6][C:7]1([c:32]2[cH:33][cH:34][cH:35][cH:36][cH:37]2)[S:8][C:9]([c:24]2[c:25]([F:31])[cH:26][cH:27][c:28]([F:30])[cH:29]2)=[N:10][N:11]1[C:12]([CH:13]([CH3:14])[NH:15][C:16](=[O:17])[O:18][C:19]([CH3:20])([CH3:21])[CH3:22])=[O:23]>>[N:1](=[N+:2]=[N-:3])[CH2:4][CH2:5][CH2:6][C:7]1([c:32]2[cH:33][cH:34][cH:35][cH:36][cH:37]2)[S:8][C:9]([c:24]2[c:25]([F:31])[cH:26][cH:27][c:28]([F:30])[cH:29]2)=[N:10][N:11]1[C:12]([CH:13]([CH3:14])[NH2:15])=[O:23]. The reactants are [N+](=O)([O-])C1=CC=C(COC(=O)N2C[C@H](CC2)NC(=O)C=2N=C(OC2)N2CC(C2)SC=2[C@@H]([C@H]3N(C2C(=O)OCC2=CC=C(C=C2)[N+](=O)[O-])C([C@@H]3[C@@H](C)O)=O)C)C=C1 (p-Nitrobenzyl (1R,5S,6S)-2-(1-{4-[(3S)-1-(p-nitrobenzyloxycarbonyl)-pyrrolidin-3-ylcarbamoyl]-1,3-oxazol-2-yl}azetidin-3-yl)thio-6-[(R)-1-hydroxyethyl]-1-methylcarbapen-2-em-3-carboxylate). The solvent is O1CCCC1 (tetrahydrofuran). Reaction conditions: time 4.5 hour. Yields the product N1C[C@H](CC1)NC(=O)C=1N=C(OC1)N1CC(C1)SC=1[C@@H]([C@H]2N(C1C(=O)O)C([C@@H]2[C@@H](C)O)=O)C ((1R,5S,6S)-2-{1-[4-((3S)-pyrrolidin-3-ylcarbamoyl)-1,3-oxazol-2-yl]azetidin-3-yl}thio-6-[(R)-1-hydroxyethyl]-1-methylcarbapen-2-em-3-carboxylic acid). The yield is 32.9%. As a reaction SMILES: [N+](C1C=CC(COC([N:12]2[CH2:16][CH2:15][C@H:14]([NH:17][C:18]([C:20]3[N:21]=[C:22]([N:25]4[CH2:28][CH:27]([S:29][C:30]5[C@H:31]([CH3:54])[C@@H:32]6[C@@H:49]([C@H:50]([OH:52])[CH3:51])[C:48](=[O:53])[N:33]6[C:34]=5[C:35]([O:37]CC5C=CC([N+]([O-])=O)=CC=5)=[O:36])[CH2:26]4)[O:23][CH:24]=3)=[O:19])[CH2:13]2)=O)=CC=1)([O-])=O>O1CCCC1>[NH:12]1[CH2:16][CH2:15][C@H:14]([NH:17][C:18]([C:20]2[N:21]=[C:22]([N:25]3[CH2:28][CH:27]([S:29][C:30]4[C@H:31]([CH3:54])[C@@H:32]5[C@@H:49]([C@H:50]([OH:52])[CH3:51])[C:48](=[O:53])[N:33]5[C:34]=4[C:35]([OH:37])=[O:36])[CH2:26]3)[O:23][CH:24]=2)=[O:19])[CH2:13]1. Procedure details: p-Nitrobenzyl (1R,5S,6S)-2-(1-{4-[(3S)-1-(p-nitrobenzyloxycarbonyl)-pyrrolidin-3-ylcarbamoyl]-1,3-oxazol-2-yl}azetidin-3-yl)thio-6-[(R)-1-hydroxyethyl]-1-methylcarbapen-2-em-3-carboxylate (650 mg, 0.821 mmol) (obtained as described in Example 80(1)) in a mixture of tetrahydrofuran (33 ml) and distilled water (33 ml) was subjected to catalytic hydrogenation in the presence of 10% palladium on charcoal (650 mg) at room temperature for 4.5 hours. After checking the completion of the reaction, the r... The reactants are C([O-])([O-])=O.[K+].[K+] (potassium carbonate), BrCCO (2-bromoethanol), ClC1=CC=C(C=C1)C=1C=CC(=NC1)C#CC1=CC(=C(OCCNC2CCCC2)C=C1)C ((2-{4-[5-(4-chlorophenyl)pyridin-2-ylethynyl]-2-methylphenoxy}ethyl)cyclopentylamine), C([O-])([O-])=O.[K+].[K+] (potassium carbonate), BrCCO (2-bromoethanol). Run in CN(C)C=O (DMF). Conditions: time 24 hour. Yields the product ClC1=CC=C(C=C1)C=1C=CC(=NC1)C#CC1=CC(=C(OCCN(CCO)C2CCCC2)C=C1)C (2-[(2-{4-[5-(4-chlorophenyl)pyridin-2-ylethynyl]-2-methylphenoxy}ethyl)cyclopentylamino]ethanol). RXN SMILES: C(=O)([O-])[O-].[K+].[K+].Br[CH2:8][CH2:9][OH:10].[Cl:11][C:12]1[CH:17]=[CH:16][C:15]([C:18]2[CH:19]=[CH:20][C:21]([C:24]#[C:25][C:26]3[CH:40]=[CH:39][C:29]([O:30][CH2:31][CH2:32][NH:33][CH:34]4[CH2:38][CH2:37][CH2:36][CH2:35]4)=[C:28]([CH3:41])[CH:27]=3)=[N:22][CH:23]=2)=[CH:14][CH:13]=1>CN(C=O)C>[Cl:11][C:12]1[CH:13]=[CH:14][C:15]([C:18]2[CH:19]=[CH:20][C:21]([C:24]#[C:25][C:26]3[CH:40]=[CH:39][C:29]([O:30][CH2:31][CH2:32][N:33]([CH:34]4[CH2:38][CH2:37][CH2:36][CH2:35]4)[CH2:8][CH2:9][OH:10])=[C:28]([CH3:41])[CH:27]=3)=[N:22][CH:23]=2)=[CH:16][CH:17]=1 |f:0.1.2|. Reported procedure: 55 mg (0.40 mmol) of potassium carbonate and 28 μL (0.40 mmol) of 2-bromoethanol was added to a solution of 86.2 mg (0.20 mmol) of (2-{4-[5-(4-chlorophenyl)pyridin-2-ylethynyl]-2-methylphenoxy}ethyl)cyclopentylamine in 2 mL of DMF and the mixture was stirred for 24 hours at RT. Another 55 mg (0.40 mmol) of potassium carbonate and 28 μL (0.40 mmol) of 2-bromoethanol were added and the mixture was stirred for 8 hours at 50° C. The reaction mixture was evaporated down in vacuo and the residue was t...